describe an organic reaction: reactants, conditions, products, and yield From a dataset of the Open Reaction Database (ORD), a public repository of structured organic reaction records. The reactants are solution, C(CCC)C=1N=C(SC1CC(=O)O)C1=CC=C(C=C1)C(F)(F)F ([4-Butyl-2-(4-trifluoromethyl-phenyl)-thiazol-5-yl]-acetic acid), O (water). Solvent: O1CCCC1 (tetrahydrofuran). Reaction conditions: temperature 0 celsius, time 1 hour. The product is C(CCC)C=1N=C(SC1CCO)C1=CC=C(C=C1)C(F)(F)F (2-[4-Butyl-2-(4-trifluoromethyl-phenyl)-thiazol-5-yl]-ethanol). Isolated yield 99.7%. As a reaction SMILES: [CH2:1]([C:5]1[N:6]=[C:7]([C:14]2[CH:19]=[CH:18][C:17]([C:20]([F:23])([F:22])[F:21])=[CH:16][CH:15]=2)[S:8][C:9]=1[CH2:10][C:11](O)=[O:12])[CH2:2][CH2:3][CH3:4].O>O1CCCC1>[CH2:1]([C:5]1[N:6]=[C:7]([C:14]2[CH:15]=[CH:16][C:17]([C:20]([F:22])([F:23])[F:21])=[CH:18][CH:19]=2)[S:8][C:9]=1[CH2:10][CH2:11][OH:12])[CH2:2][CH2:3][CH3:4]. Procedure: 1.15 g crude [4-Butyl-2-(4-trifluoromethyl-phenyl)-thiazol-5-yl]-acetic acid were dissolved in 50 ml tetrahydrofuran and cooled in an ice bath to 0° C. At 0° C. 9.3 ml 1 M solution of borane tetrahydrofuran complex were added. The reaction mixture was warmed to 55° C. and stirred for one hour at this temperature. The reaction mixture was cooled in an ice bath and 50 ml water was added. The organic layer was added. The tetrahydrofuran was removed in vacuo and the residue extracted three times wit... Yields the product CNc1nc(Nc2ccc(N3CCOCC3)cc2)ncc1[N+](=O)[O-]. Reactants: C1CCOC1, CC(C)O, CNc1nc(Cl)ncc1[N+](=O)[O-], Nc1ccc(N2CCOCC2)cc1, O. Reaction SMILES: [CH2:26]1[O:27][CH2:28][CH2:29][CH2:30]1.[CH3:31][CH:32]([OH:33])[CH3:34].[Cl:1][c:2]1[n:3][cH:4][c:5]([N+:10](=[O:11])[O-:12])[c:6]([NH:8][CH3:9])[n:7]1.[NH2:13][c:14]1[cH:15][cH:16][c:17]([N:20]2[CH2:21][CH2:22][O:23][CH2:24][CH2:25]2)[cH:18][cH:19]1.[OH2:35]>>[c:2]1([NH:13][c:14]2[cH:15][cH:16][c:17]([N:20]3[CH2:21][CH2:22][O:23][CH2:24][CH2:25]3)[cH:18][cH:19]2)[n:3][cH:4][c:5]([N+:10](=[O:11])[O-:12])[c:6]([NH:8][CH3:9])[n:7]1. Starting materials: C(#N)C1=C(N(C2=NC(=CC(=C21)C)C)[C@H]2CCCC1=CC=CC=C21)/C=C/C(=O)O ((2E)-3-{3-cyano-4,6-dimethyl-1-[(1S)-1,2,3,4-tetrahydronaphthalen-1-yl]-1H-pyrrolo[2,3-b]pyridin-2-yl}prop-2-enoic acid), C(C(=O)Cl)(=O)Cl (oxalylchloride), NC1=CC=C(C#N)C=C1 (4-aminobenzonitrile), N1=CC=CC=C1 (pyridine). Solvent: O (water), CN(C)C=O (DMF), C1CCOC1 (THF), C1CCOC1 (THF). Conditions: time 1 hour. Product: C(#N)C1=C(N(C2=NC(=CC(=C21)C)C)[C@H]2CCCC1=CC=CC=C21)/C=C/C(=O)NC2=CC=C(C=C2)C#N ((2E)-3-{3-cyano-4,6-dimethyl-1-[(1S)-1,2,3,4-tetrahydronaphthalen-1-yl]-1H-pyrrolo[2,3-b]pyridin-2-yl}-N-(4-cyanophenyl)prop-2-enamide). As a reaction SMILES: [C:1]([C:3]1[C:11]2[C:6](=[N:7][C:8]([CH3:13])=[CH:9][C:10]=2[CH3:12])[N:5]([C@@H:14]2[C:23]3[C:18](=[CH:19][CH:20]=[CH:21][CH:22]=3)[CH2:17][CH2:16][CH2:15]2)[C:4]=1/[CH:24]=[CH:25]/[C:26]([OH:28])=O)#[N:2].C(Cl)(=O)C(Cl)=O.[NH2:35][C:36]1[CH:43]=[CH:42][C:39]([C:40]#[N:41])=[CH:38][CH:37]=1.N1C=CC=CC=1>O.C1COCC1.CN(C=O)C>[C:1]([C:3]1[C:11]2[C:6](=[N:7][C:8]([CH3:13])=[CH:9][C:10]=2[CH3:12])[N:5]([C@@H:14]2[C:23]3[C:18](=[CH:19][CH:20]=[CH:21][CH:22]=3)[CH2:17][CH2:16][CH2:15]2)[C:4]=1/[CH:24]=[CH:25]/[C:26]([NH:35][C:36]1[CH:43]=[CH:42][C:39]([C:40]#[N:41])=[CH:38][CH:37]=1)=[O:28])#[N:2]. Procedure: To a solution of (2E)-3-{3-cyano-4,6-dimethyl-1-[(1S)-1,2,3,4-tetrahydronaphthalen-1-yl]-1H-pyrrolo[2,3-b]pyridin-2-yl}prop-2-enoic acid (300 mg, 0.808 mmol).in THF (3 ml) were added DMF (0.03 ml) and oxalylchloride (0.0846 ml, 0.970 mmol), the mixture was stirred at room temperature for 1 hour and the solvent was distilled off under reduced pressure. The residue was added under ice-cooling to a solution of 4-aminobenzonitrile (119 mg, 0.968 mmol), pyridine (0.262 ml, 3.24 mmol) and THF (3 ml), ... Reactants: O=C(c1ncc[nH]1)c1ncc[nH]1, CC(C)(C)OC(=O)N1CCC(N)C1, C1CCOC1, CC(C)Cn1ncc2cc(Oc3ccc(F)cc3)c(C(N)=O)cc21. The product is CC(C)Cn1ncc2cc(Oc3ccc(F)cc3)c(C(=O)NC3CCN(C(=O)OC(C)(C)C)C3)cc21. As a reaction SMILES: [C:25]([c:26]1[nH:27][cH:28][cH:29][n:30]1)([c:31]1[nH:32][cH:33][cH:34][n:35]1)=[O:36].[C:37]([CH3:38])([CH3:39])([CH3:40])[O:41][C:42](=[O:43])[N:44]1[CH2:45][CH:46]([NH2:49])[CH2:47][CH2:48]1.[CH2:50]1[O:51][CH2:52][CH2:53][CH2:54]1.[F:1][c:2]1[cH:3][cH:4][c:5]([O:6][c:7]2[cH:8][c:9]3[cH:10][n:11][n:12]([CH2:19][CH:20]([CH3:21])[CH3:22])[c:13]3[cH:14][c:15]2[C:16](=[O:17])[NH2:18])[cH:23][cH:24]1>>[F:1][c:2]1[cH:3][cH:4][c:5]([O:6][c:7]2[cH:8][c:9]3[cH:10][n:11][n:12]([CH2:19][CH:20]([CH3:21])[CH3:22])[c:13]3[cH:14][c:15]2[C:16](=[O:17])[NH:18][CH:46]2[CH2:45][N:44]([C:42]([O:41][C:37]([CH3:38])([CH3:39])[CH3:40])=[O:43])[CH2:48][CH2:47]2)[cH:23][cH:24]1.